This data is from the Open Reaction Database (ORD), a public repository of structured organic reaction records. The task is: describe an organic reaction: reactants, conditions, products, and yield Reactants: CO, CC#N, O=C(Cl)Oc1ccc(CCl)cc1, CN(C)C=O. The product is Oc1ccc(CCl)cc1. RXN SMILES: [CH3:18][OH:19].[CH3:20][C:21]#[N:22].[Cl:1][C:2](=[O:3])[O:4][c:5]1[cH:6][cH:7][c:8]([CH2:11][Cl:12])[cH:9][cH:10]1.[O:13]=[CH:14][N:15]([CH3:16])[CH3:17]>>[OH:4][c:5]1[cH:6][cH:7][c:8]([CH2:11][Cl:12])[cH:9][cH:10]1. Starting materials: CCOC(=O)c1c(Cn2cncn2)nc2cc(OC)c(OC)cc2c1-c1ccc(OC)c(OC)c1, CCO, Cl, [Na+], [OH-]. Yields the product COc1ccc(-c2c(C(=O)O)c(Cn3cncn3)nc3cc(OC)c(OC)cc23)cc1OC. RXN SMILES: [CH2:1]([CH3:2])[O:3][C:4](=[O:5])[c:6]1[c:7]([CH2:30][n:31]2[n:32][cH:33][n:34][cH:35]2)[n:8][c:9]2[cH:10][c:11]([O:28][CH3:29])[c:12]([O:26][CH3:27])[cH:13][c:14]2[c:15]1-[c:16]1[cH:17][c:18]([O:24][CH3:25])[c:19]([O:22][CH3:23])[cH:20][cH:21]1.[CH3:39][CH2:40][OH:41].[ClH:38].[Na+:37].[OH-:36]>>[O:3]=[C:4]([OH:5])[c:6]1[c:7]([CH2:30][n:31]2[n:32][cH:33][n:34][cH:35]2)[n:8][c:9]2[cH:10][c:11]([O:28][CH3:29])[c:12]([O:26][CH3:27])[cH:13][c:14]2[c:15]1-[c:16]1[cH:17][c:18]([O:24][CH3:25])[c:19]([O:22][CH3:23])[cH:20][cH:21]1. Starting materials: CCOC(C)=O, CC(C)COC(=O)Cl, ClCCl, Nc1nccc(Oc2ccc3c(C(=O)Nc4ccc(F)c(C(F)(F)F)c4)cccc3c2)n1, O, c1ccncc1. Product: CC(C)COC(=O)Nc1nccc(Oc2ccc3c(C(=O)Nc4ccc(F)c(C(F)(F)F)c4)cccc3c2)n1. Reaction SMILES: [CH3:50][CH2:51][O:52][C:53]([CH3:54])=[O:55].[Cl:1][C:2](=[O:3])[O:4][CH2:5][CH:6]([CH3:7])[CH3:8].[Cl:41][CH2:42][Cl:43].[F:9][c:10]1[c:11]([C:37]([F:38])([F:39])[F:40])[cH:12][c:13]([NH:16][C:17](=[O:18])[c:19]2[cH:20][cH:21][cH:22][c:23]3[cH:24][c:25]([O:29][c:30]4[n:31][c:32]([NH2:36])[n:33][cH:34][cH:35]4)[cH:26][cH:27][c:28]23)[cH:14][cH:15]1.[OH2:56].[cH:44]1[cH:45][cH:46][n:47][cH:48][cH:49]1>>[C:2](=[O:3])([O:4][CH2:5][CH:6]([CH3:7])[CH3:8])[NH:36][c:32]1[n:31][c:30]([O:29][c:25]2[cH:24][c:23]3[cH:22][cH:21][cH:20][c:19]([C:17]([NH:16][c:13]4[cH:12][c:11]([C:37]([F:38])([F:39])[F:40])[c:10]([F:9])[cH:15][cH:14]4)=[O:18])[c:28]3[cH:27][cH:26]2)[cH:35][cH:34][n:33]1. The reactants are ClC(=O)CN1C(C(N=C(C2=C1C=CC=C2)C2=CC=CC=C2)NC(=O)OCC2=CC=CC=C2)=O (1,3-dihydro-1-chlorocarbonylmethyl-3-(phenylmethyloxycarbonyl)amino-5-phenyl-2H-1,4-benzodiazepin-2-one), C(CCC)N (n-butylamine). Yields the product C1(=CC=CC=C1)COC(NC1C(N(C2=C(C(=N1)C1=CC=CC=C1)C=CC=C2)CC(NCCCC)=O)=O)=O ({2,3-Dihydro-2-oxo-1-[2-oxo-2-(butylamino)ethyl]-5-phenyl-1H-1,4-benzodiazepin-3-yl}-carbamic acid phenylmethyl ester). RXN SMILES: Cl[C:2]([CH2:4][N:5]1[C:11]2[CH:12]=[CH:13][CH:14]=[CH:15][C:10]=2[C:9]([C:16]2[CH:21]=[CH:20][CH:19]=[CH:18][CH:17]=2)=[N:8][CH:7]([NH:22][C:23]([O:25][CH2:26][C:27]2[CH:32]=[CH:31][CH:30]=[CH:29][CH:28]=2)=[O:24])[C:6]1=[O:33])=[O:3].[CH2:34]([NH2:38])[CH2:35][CH2:36][CH3:37]>>[C:27]1([CH2:26][O:25][C:23](=[O:24])[NH:22][CH:7]2[N:8]=[C:9]([C:16]3[CH:21]=[CH:20][CH:19]=[CH:18][CH:17]=3)[C:10]3[CH:15]=[CH:14][CH:13]=[CH:12][C:11]=3[N:5]([CH2:4][C:2](=[O:3])[NH:38][CH2:34][CH2:35][CH2:36][CH3:37])[C:6]2=[O:33])[CH:32]=[CH:31][CH:30]=[CH:29][CH:28]=1. Procedure details: The procedure of Example 134 was carried out using equivalent amounts of 1,3-dihydro-1-chlorocarbonylmethyl-3-(phenylmethyloxycarbonyl)amino-5-phenyl-2H-1,4-benzodiazepin-2-one and n-butylamine. The product was purified by chromatography on silica gel (hexane-ethyl acetate elution). The combined product fractions were evaporated to dryness in vacuo and crystallized to give the title compound which was dried at 65° C.: m.p. 127°-129° C. Reactants: CCO, Cl, CCOC(=O)C(F)(F)c1ccc2ncccc2c1, NN. Yields the product NNC(=O)C(F)(F)c1ccc2ncccc2c1. Reaction SMILES: [CH3:22][CH2:23][OH:24].[ClH:21].[F:1][C:2]([C:3](=[O:4])[O:5][CH2:6][CH3:7])([c:8]1[cH:9][c:10]2[cH:11][cH:12][cH:13][n:14][c:15]2[cH:16][cH:17]1)[F:18].[NH2:19][NH2:20]>>[F:1][C:2]([C:3](=[O:4])[NH:19][NH2:20])([c:8]1[cH:9][c:10]2[cH:11][cH:12][cH:13][n:14][c:15]2[cH:16][cH:17]1)[F:18]. Starting materials: N1=C(C=CC=C1C)C (2,6-lutidine), C(C)(C)(C)OC(=O)C1=C(SC=2COC(CC21)C(=O)O)N (2-amino-4,7-dihydro-5H-thieno[2,3-c]pyran-3,5-dicarboxylic acid 3-tert-butyl ester), Cl.CN(CCCN=C=NCC)C (1-(3-dimethylaminopropyl)-3-ethylcarbodiimide hydrochloride), C(C1=CC=CC=C1)N (benzylamine). Solvent: ClCCl (dichloromethane). Reaction conditions: time 72 hour. The product is C(C)(C)(C)OC(=O)C1=C(SC=2COC(CC21)C(NCC2=CC=CC=C2)=O)N (2-amino-5-benzylcarbamoyl-4,7-dihydro-5H-thieno[2,3-c]pyran-3-carboxylic acid tert-butyl ester). The yield is 54.5%. As a reaction SMILES: [C:1]([O:5][C:6]([C:8]1[C:16]2[CH2:15][CH:14]([C:17]([OH:19])=O)[O:13][CH2:12][C:11]=2[S:10][C:9]=1[NH2:20])=[O:7])([CH3:4])([CH3:3])[CH3:2].Cl.CN(C)CCCN=C=NCC.[CH2:33]([NH2:40])[C:34]1[CH:39]=[CH:38][CH:37]=[CH:36][CH:35]=1.N1C(C)=CC=CC=1C>ClCCl>[C:1]([O:5][C:6]([C:8]1[C:16]2[CH2:15][CH:14]([C:17](=[O:19])[NH:40][CH2:33][C:34]3[CH:39]=[CH:38][CH:37]=[CH:36][CH:35]=3)[O:13][CH2:12][C:11]=2[S:10][C:9]=1[NH2:20])=[O:7])([CH3:2])([CH3:3])[CH3:4] |f:1.2|. Reported procedure: To a solution of 2-amino-4,7-dihydro-5H-thieno[2,3-c]pyran-3,5-dicarboxylic acid 3-tert-butyl ester (101 mg, 0.34 mmol, prepared in Example 31) and 1-(3-dimethylaminopropyl)-3-ethylcarbodiimide hydrochloride (78 mg, 0.41 mmol) in distilled dichloromethane (4 ml) under nitrogen was added benzylamine (40 μl, 0.37 mmol) followed by 2,6-lutidine (0.12 ml, 1.02 mmol). The reaction was stirred for 72 h., concentrated in vacuo and reconstituted in ethyl acetate (30 ml). The organic layer was washed wit... Product: CC(CS(=O)(=O)C=1C=CC(=CC1)F)(C(=O)NC=2C=CC(=C(C2)C(F)(F)F)C#N)O (bicalutamide). Starting materials: C(#N)C1=C(C=C(C=C1)NC(=O)C1(OC1)C)C(F)(F)F (N-[4-cyano-3-(trifluoromethyl)phenyl]-2-methyl-2-oxiranecarbox-amide), FC1=CC=C(C=C1)S(=O)[O-].[Na+] (sodium p-fluorobenzenesulfinate). As a reaction SMILES: [C:1]([C:3]1[CH:8]=[CH:7][C:6]([NH:9][C:10]([C:12]2([CH3:15])[CH2:14][O:13]2)=[O:11])=[CH:5][C:4]=1[C:16]([F:19])([F:18])[F:17])#[N:2].[F:20][C:21]1[CH:26]=[CH:25][C:24]([S:27]([O-:29])=[O:28])=[CH:23][CH:22]=1.[Na+]>C(Cl)(Cl)Cl.O.[Br-].C([N+](CCCC)(CCCC)CCCC)CCC>[CH3:15][C:12]([OH:13])([C:10]([NH:9][C:6]1[CH:7]=[CH:8][C:3]([C:1]#[N:2])=[C:4]([C:16]([F:19])([F:18])[F:17])[CH:5]=1)=[O:11])[CH2:14][S:27]([C:24]1[CH:23]=[CH:22][C:21]([F:20])=[CH:26][CH:25]=1)(=[O:29])=[O:28] |f:1.2,5.6|. Run in C(Cl)(Cl)Cl (chloroform), O (water), C(Cl)(Cl)Cl (chloroform). Reagents/catalysts: [Br-].C(CCC)[N+](CCCC)(CCCC)CCCC (tetrabutylammonium bromide). Procedure: 0.500 g of the epoxyamide (5A) was dissolved in a mixture of 40 ml of chloroform and 40 ml of water and 371 mg of sodium p-fluorobenzenesulfinate was added. Subsequently, 298 mg of tetrabutylammonium bromide was added. The reaction mixture was heated till reflux, while stirring vigorously. The reaction was monitored with HPLC. After 96 hours of reflux, the reaction mixture was cooled to room temperature. 20 ml of chloroform was added and the organic layer was washed with 3×50 ml of water, dried ...